From a dataset of the Open Reaction Database (ORD), a public repository of structured organic reaction records. describe an organic reaction: reactants, conditions, products, and yield The reactants are Fc1ccc(Br)cc1, [Li]CCCC, CCOCC, Fc1cccc(F)n1. Yields the product Fc1ccc(-c2cccc(F)n2)cc1. RXN SMILES: [Br:6][c:7]1[cH:8][cH:9][c:10]([F:13])[cH:11][cH:12]1.[CH2:1]([Li:2])[CH2:3][CH2:4][CH3:5].[CH3:22][CH2:23][O:24][CH2:25][CH3:26].[F:14][c:15]1[n:16][c:17]([F:21])[cH:18][cH:19][cH:20]1>>[c:7]1(-[c:17]2[n:16][c:15]([F:14])[cH:20][cH:19][cH:18]2)[cH:8][cH:9][c:10]([F:13])[cH:11][cH:12]1. Starting materials: FC(F)(Br)n1cc(Br)cn1, CC(C)OC(C)C, [F-], [K+]. Product: FC(F)(F)n1cc(Br)cn1. RXN SMILES: [Br:1][c:2]1[cH:3][n:4][n:5]([C:7]([F:8])([F:9])[Br:10])[cH:6]1.[CH:13]([O:14][CH:15]([CH3:16])[CH3:17])([CH3:18])[CH3:19].[F-:11].[K+:12]>>[Br:1][c:2]1[cH:3][n:4][n:5]([C:7]([F:8])([F:9])[F:11])[cH:6]1. Starting materials: COCC(C(C(=O)OC)CC(=O)C)=O (methyl 4-methoxy-2-acetonylacetoacetate), C(=O)([O-])[O-].[Na+].[Na+] (Na2CO3). Product: COC=1C(CCC1C)=O (2-methoxy-3-methyl-2-cyclopenten-1-one). The yield is 79.4%. As a reaction SMILES: [CH3:1][O:2][CH2:3][C:4](=[O:14])[CH:5]([CH2:10][C:11]([CH3:13])=O)C(OC)=O.C([O-])([O-])=O.[Na+].[Na+]>>[CH3:1][O:2][C:3]1[C:4](=[O:14])[CH2:5][CH2:10][C:11]=1[CH3:13] |f:1.2.3|. Procedure details: 201.3 g (0.997 mol) of crude methyl 4-methoxy-2-acetonylacetoacetate are held at reflux temperature for 3 hours with 2.12 liters (0.5 mol) of 2.5% Na2CO3 solution. The reaction mixture is extracted 3 times with 100 ml of CH2Cl2 each time. The combined organic phases are dried over magnesium sulphate and concentrated on a rotary evaporator to give 99.90 g (79.5%) of 2-methoxy-3-methyl-2-cyclopenten-1-one, content 84.2%; b.p. 82°-84° C./27 mbar. The yield is 66.5%. Run in CCOC(=O)C (EtOAc), C(=O)(O)[O-].[Na+] (NaHCO3), CN(C=O)C (N,N-dimethylformamide), CN(C=O)C (N,N-dimethylformamide). Reported procedure: A solution of bromine (0.33 ml, 6.40 mmol. 1.0 equiv) in 10 ml of N,N-dimethylformamide is added under an atmosphere of argon at 0° C. to a solution of 2-methyl-indolizine-6-carbonitrile (1.0 g, 6.40 mmol) in 5 ml of N,N-dimethylformamide. The reaction mixture is heated in a microwave for 3 minutes at 80° C. After cooling, the reaction mixture is diluted with EtOAc and concentrated aqueous NaHCO3 solution. The aqueous phase is extracted three times with EtOAc. The combined organic layers are was... RXN SMILES: [Br:1]Br.[CH3:3][C:4]1[CH:5]=[C:6]2[N:11]([CH:12]=1)[CH:10]=[C:9]([C:13]#[N:14])[CH:8]=[CH:7]2>CN(C)C=O.CCOC(C)=O.C([O-])(O)=O.[Na+]>[Br:1][C:12]1[N:11]2[C:6]([CH:7]=[CH:8][C:9]([C:13]#[N:14])=[CH:10]2)=[CH:5][C:4]=1[CH3:3] |f:4.5|. Starting materials: BrBr (bromine), CC=1C=C2C=CC(=CN2C1)C#N (2-methyl-indolizine-6-carbonitrile). Yields the product BrC1=C(C=C2C=CC(=CN12)C#N)C (3-Bromo-2-methyl-indolizine-6-carbonitrile). Conditions: temperature 80 celsius. Starting materials: C(C)(C)(C)ON=C1C=C(OC2=CC=C(C=C12)OCCCCl)C1=CC=2N(C=N1)C=CC2 (6-(3-chloro-propoxy)-2-pyrrolo[1,2-c]pyrimidin-3-yl-chromen-4-one O-tert-butyl oxime), C1(=CC=CC=C1)O (phenol). Product: O(C1=CC=CC=C1)CCCOC=1C=C2C(C=C(OC2=CC1)C1=CC=2N(C=N1)C=CC2)=NO (6-(3-Phenoxy-propoxy)-2-pyrrolo[1,2-c]pyrimidin-3-yl-chromen-4-one oxime). RXN SMILES: C([O:5][N:6]=[C:7]1[C:16]2[C:11](=[CH:12][CH:13]=[C:14]([O:17][CH2:18][CH2:19][CH2:20]Cl)[CH:15]=2)[O:10][C:9]([C:22]2[N:27]=[CH:26][N:25]3[CH:28]=[CH:29][CH:30]=[C:24]3[CH:23]=2)=[CH:8]1)(C)(C)C.[C:31]1([OH:37])[CH:36]=[CH:35][CH:34]=[CH:33][CH:32]=1>>[O:37]([CH2:20][CH2:19][CH2:18][O:17][C:14]1[CH:15]=[C:16]2[C:11](=[CH:12][CH:13]=1)[O:10][C:9]([C:22]1[N:27]=[CH:26][N:25]3[CH:28]=[CH:29][CH:30]=[C:24]3[CH:23]=1)=[CH:8][C:7]2=[N:6][OH:5])[C:31]1[CH:36]=[CH:35][CH:34]=[CH:33][CH:32]=1. Reported procedure: 6-(3-Phenoxy-propoxy)-2-pyrrolo[1,2-c]pyrimidin-3-yl-chromen-4-one oxime was prepared in 24% overall yield using the method described in example 161, starting from 6-(3-chloro-propoxy)-2-pyrrolo[1,2-c]pyrimidin-3-yl-chromen-4-one O-tert-butyl oxime (example 101A) and phenol. The reactants are C(C)(C)OC(=O)N1CCC(CC1)OC1=NC=NC(=C1C#N)NC1=C(C=C(C=C1)S(=O)(=O)C)F (4-[5-cyano-6-(2-fluoro-4-methanesulfonyl-phenylamino)-pyrimidin-4-yloxy]-piperidine-1-carboxylic acid isopropyl ester), C(CN)N (ethane-1,2-diamine). The reagents and catalysts are [Cl-].[Zn+2].[Cl-] (zinc chloride). Run in ClC1=CC=CC=C1 (chlorobenzene). The product is C(C)(C)OC(=O)N1CCC(CC1)OC1=NC=NC(=C1C=1NCCN1)NC1=C(C=C(C=C1)S(=O)(=O)C)F (4-[5-(4,5-Dihydro-1H-imidazol-2-yl)-6-(2-fluoro-4-methanesulfonyl-phenylamino)-pyrimidin-4-yloxy]-piperidine-1-carboxylic acid isopropyl ester). Reaction SMILES: [CH:1]([O:4][C:5]([N:7]1[CH2:12][CH2:11][CH:10]([O:13][C:14]2[C:19]([C:20]#[N:21])=[C:18]([NH:22][C:23]3[CH:28]=[CH:27][C:26]([S:29]([CH3:32])(=[O:31])=[O:30])=[CH:25][C:24]=3[F:33])[N:17]=[CH:16][N:15]=2)[CH2:9][CH2:8]1)=[O:6])([CH3:3])[CH3:2].[CH2:34](N)[CH2:35][NH2:36]>ClC1C=CC=CC=1.[Cl-].[Zn+2].[Cl-]>[CH:1]([O:4][C:5]([N:7]1[CH2:12][CH2:11][CH:10]([O:13][C:14]2[C:19]([C:20]3[NH:36][CH2:35][CH2:34][N:21]=3)=[C:18]([NH:22][C:23]3[CH:28]=[CH:27][C:26]([S:29]([CH3:32])(=[O:31])=[O:30])=[CH:25][C:24]=3[F:33])[N:17]=[CH:16][N:15]=2)[CH2:9][CH2:8]1)=[O:6])([CH3:3])[CH3:2] |f:3.4.5|. Reported procedure: To a solution of zinc chloride (28 mg, 0.149 mmol) and 4-[5-cyano-6-(2-fluoro-4-methanesulfonyl-phenylamino)-pyrimidin-4-yloxy]-piperidine-1-carboxylic acid isopropyl ester (1 g, 2.09 mmol) in chlorobenzene (15 mL), ethane-1,2-diamine (0.100 mL, 1.463 mmol) was added. The mixture was heated under reflux for 24 h. LCMS indicated desired product. The crude was concentrated under vacuo and purified by HPLC to afford compound A92 as a yellow solid (303 mg, 23%). 1H NMR (CDCl3, 400 MHz) δ 1.23 (d, 6H...